From a dataset of the Open Reaction Database (ORD), a public repository of structured organic reaction records. describe an organic reaction: reactants, conditions, products, and yield Reactants: COC(C(CNC(=O)OC(C)(C)C)NC1=NC=CC=N1)=O (3-tert-butoxycarbonylamino-2-(pyrimidin-2-ylamino)-propionic acid methyl ester). The solvent is Cl.O1CCOCC1 (HCl dioxane). The product is COC(C(CN)NC1=NC=CC=N1)=O ((+/−)-3-amino-2-(pyrimidin-2-ylamino)-propionic acid methyl ester). Isolated yield 122.5%. As a reaction SMILES: [CH3:1][O:2][C:3](=[O:21])[CH:4]([NH:14][C:15]1[N:20]=[CH:19][CH:18]=[CH:17][N:16]=1)[CH2:5][NH:6]C(OC(C)(C)C)=O>Cl.O1CCOCC1>[CH3:1][O:2][C:3](=[O:21])[CH:4]([NH:14][C:15]1[N:16]=[CH:17][CH:18]=[CH:19][N:20]=1)[CH2:5][NH2:6] |f:1.2|. Procedure details: A solution of 3-tert-butoxycarbonylamino-2-(pyrimidin-2-ylamino)-propionic acid methyl ester (227 mg, 0.77 mmol) in HCl/dioxane (4 N, 5 mL) was stirred at room temperature for 1 hour. The solution was then concentrated to dryness and the residue was dissolved in water (20 mL). This solution was then washed with dichloromethane (2×10 mL) and hexanes (10 mL). The solution was then filtered and lyophilized to yield (+/−)-3-amino-2-(pyrimidin-2-ylamino)-propionic acid methyl ester as a yellow solid ...